This data is from the Open Reaction Database (ORD), a public repository of structured organic reaction records. The task is: describe an organic reaction: reactants, conditions, products, and yield Starting materials: C(C)(=O)[O-].[Na+] (sodium acetate), C(C)(=O)OO (peracetic acid), C(C)(=O)[O-].[Na+] (sodium acetate), C(=O)([O-])[O-].[Na+].[Na+] (Na2CO3), CC1=C(C(CCC1)(C)C)C(CC=C)O (2,6,6-trimethyl-1-[1-hydroxy-3-butenyl]-1-cyclohexene), epoxy. Solvent: O (water), C(Cl)Cl (CH2Cl2). Yields the product CC12C(C(CCC1)(C)C)(O2)C(CC=C)O (2,6,6-Trimethyl-1-[1-hydroxy-3-butenyl]-1,2-epoxycyclohexane). RXN SMILES: C(OO)(=[O:3])C.C([O-])(=O)C.[Na+].[CH3:11][C:12]1[CH2:17][CH2:16][CH2:15][C:14]([CH3:19])([CH3:18])[C:13]=1[CH:20]([OH:24])[CH2:21][CH:22]=[CH2:23].C([O-])([O-])=O.[Na+].[Na+]>O.C(Cl)Cl>[CH3:11][C:12]12[O:3][C:13]1([CH:20]([OH:24])[CH2:21][CH:22]=[CH2:23])[C:14]([CH3:18])([CH3:19])[CH2:15][CH2:16][CH2:17]2 |f:1.2,4.5.6|. Procedure details: A mixture of 40 % peracetic acid (105 g.) and anhydrous sodium acetate (3.0 g.) was added at 25° with stirring to a suspension of 2,6,6-trimethyl-1-[1-hydroxy-3-butenyl]-1-cyclohexene (97g.) and anhyd. sodium acetate (60 g.) in 175 ml. of CH2Cl2 (1.5 h.). Stirring was continued for one night and 500 ml. of water were then added to the reaction mixture. The organic layer was separated and, after the usual treatments, distilled to give 98 g. (83 %) of two diastereoisomers of the epoxy product. V.p... Reactants: [Al+3], C1CCOC1, [H-], [H-], [H-], [H-], [Li+], Nc1cccc(F)c1C(=O)O, [Na+], [Na+], O=S(=O)([O-])[O-]. Yields the product Nc1cccc(F)c1CO. As a reaction SMILES: [Al+3:2].[CH2:25]1[O:26][CH2:27][CH2:28][CH2:29]1.[H-:1].[H-:4].[H-:5].[H-:6].[Li+:3].[NH2:7][c:8]1[c:9]([C:10](=[O:11])[OH:12])[c:13]([F:17])[cH:14][cH:15][cH:16]1.[Na+:18].[Na+:19].[O-:20][S:21]([O-:22])(=[O:23])=[O:24]>>[NH2:7][c:8]1[c:9]([CH2:10][OH:11])[c:13]([F:17])[cH:14][cH:15][cH:16]1. Reactants: C(C)(C)(C)OC(NC1CCN(CC1)C=1C=NC=C(C1)C#N)=O ((5′-cyano-3,4,5,6-tetrahydro-2H-(1,3′)bipyridinyl-4-yl)-carbamic acid tert-butyl ester), Cl (HCl). The solvent is O1CCOCC1 (dioxane), O1CCOCC1 (dioxane). Reaction conditions: time 30 minute. The product is NC1CCN(CC1)C=1C=NC=C(C1)C#N (4-Amino-3,4,5,6-tetrahydro-2H-(1,3′)bipyridinyl-5′-carbonitrile). Reaction SMILES: C(OC(=O)[NH:7][CH:8]1[CH2:13][CH2:12][N:11]([C:14]2[CH:15]=[N:16][CH:17]=[C:18]([C:20]#[N:21])[CH:19]=2)[CH2:10][CH2:9]1)(C)(C)C.Cl>O1CCOCC1>[NH2:7][CH:8]1[CH2:13][CH2:12][N:11]([C:14]2[CH:15]=[N:16][CH:17]=[C:18]([C:20]#[N:21])[CH:19]=2)[CH2:10][CH2:9]1. Procedure details: To a stirred solution of (5′-cyano-3,4,5,6-tetrahydro-2H-(1,3′)bipyridinyl-4-yl)-carbamic acid tert-butyl ester (0.45 g, 1.49 mmol) in dioxane (3.0 mL) at room temperature was added 4M HCl in dioxane (8 mL). The reaction mixture was stirred at room temperature for 30 minutes. The reaction mixture was concentrated under reduced pressure, and the residue was treated with ether. The solid obtained by filtration provided the titled compound. MS (CI) m/z 203 (M+1)+; 1H NMR (300 MHz, methanol-d4) δ pp... The reactants are C(C)(=O)NC(C(=O)NCCCCC(=O)N[C@H](C(=O)O)CC1=CC=C(C=C1)OC(C)(C)C)CC1=CC(=C(C=C1)N(C1=C(C=CC=C1)C(=O)OC(C1=CC=CC=C1)C1=CC=CC=C1)C(C(=O)OC(C)(C)C)=O)CC ((2S)-2-[(5-{[2-(acetylamino)-3-(4-{2-[(benzhydryloxy)carbonyl][tert-butoxy(oxo)acetyl]anilino}-3-ethylphenyl)propanoyl]amino}pentanoyl)amino]-3-(4-tert-butoxyphenyl)propanoic acid), FC(C(=O)O)(F)F.ClCCl (trifluoroacetic acid dichloromethane). The product is C(C)(=O)N[C@@H](CC1=CC(=C(C=C1)N(C1=C(C=CC=C1)C(=O)O)C(=O)C(=O)O)CC)C(=O)NCCCCC(=O)N[C@@H](CC1=CC=C(C=C1)O)C(=O)O (N-[5-({N-acetyl-4-[(carboxycarbonyl)(2-carboxyphenyl)amino]-3-ethylphenylalanyl}amino)pentanoyl]-L-tyrosine). Reaction SMILES: [C:1]([NH:4][CH:5]([CH2:32][C:33]1[CH:38]=[CH:37][C:36]([N:39]([C:62](=[O:70])[C:63]([O:65]C(C)(C)C)=[O:64])[C:40]2[CH:45]=[CH:44][CH:43]=[CH:42][C:41]=2[C:46]([O:48]C(C2C=CC=CC=2)C2C=CC=CC=2)=[O:47])=[C:35]([CH2:71][CH3:72])[CH:34]=1)[C:6]([NH:8][CH2:9][CH2:10][CH2:11][CH2:12][C:13]([NH:15][C@@H:16]([CH2:20][C:21]1[CH:26]=[CH:25][C:24]([O:27]C(C)(C)C)=[CH:23][CH:22]=1)[C:17]([OH:19])=[O:18])=[O:14])=[O:7])(=[O:3])[CH3:2].FC(F)(F)C(O)=O.ClCCl>>[C:1]([NH:4][C@H:5]([C:6]([NH:8][CH2:9][CH2:10][CH2:11][CH2:12][C:13]([NH:15][C@H:16]([C:17]([OH:19])=[O:18])[CH2:20][C:21]1[CH:22]=[CH:23][C:24]([OH:27])=[CH:25][CH:26]=1)=[O:14])=[O:7])[CH2:32][C:33]1[CH:38]=[CH:37][C:36]([N:39]([C:62]([C:63]([OH:65])=[O:64])=[O:70])[C:40]2[CH:45]=[CH:44][CH:43]=[CH:42][C:41]=2[C:46]([OH:48])=[O:47])=[C:35]([CH2:71][CH3:72])[CH:34]=1)(=[O:3])[CH3:2] |f:1.2|. Reported procedure: (2S)-2-[(5-{[2-(acetylamino)-3-(4-{2-[(benzhydryloxy)carbonyl][tert-butoxy(oxo)acetyl]anilino}-3-ethylphenyl)propanoyl]amino}pentanoyl)amino]-3-(4-tert-butoxyphenyl)propanoic acid was treated with trifluoroacetic acid/dichloromethane (1 mL, 1:1) at ambient temperature for 3 hours, concentrated under reduced pressure and purified by HPLC eluting with 5-100% acetonitrile/aqueous 0.1% trifluoroacetic acid to provide the titled compound. MS (ESI(+)) m/e 705 (M+H)+; 1H NMR (500 MHz, DMSO-d6) δ 12-13.... The reactants are [Cl-].OC1CC(=C(C(C1)(C)C)C=CC(=CC[P+](C1=CC=CC=C1)(C1=CC=CC=C1)C1=CC=CC=C1)C)C ([5-(4-hydroxy-2,6,6-trimethyl-1-cyclohexenyl)-3-methyl-2,4-pentadienyl]triphenylphosphonium chloride), CC(C=O)=CC=CC=C(C=O)C (2,7-dimethyl-2,4,6-octatrien-1,8-dial), [OH-].[Na+] (sodium hydroxide). Solvent: C(C)O (ethanol), C(C)O (ethanol). Conditions: temperature -10 celsius. Product: CC1=C(C(C[C@@H](C1)O)(C)C)/C=C/C(=C/C=C/C(=C/C=C/C=C(/C=C/C=C(/C=C/C2=C(C[C@H](CC2(C)C)O)C)\C)\C)/C)/C (zeaxanthin). RXN SMILES: [Cl-].[OH:2][CH:3]1[CH2:8][C:7]([CH3:10])([CH3:9])[C:6]([CH:11]=[CH:12][C:13]([CH3:35])=[CH:14][CH2:15][P+](C2C=CC=CC=2)(C2C=CC=CC=2)C2C=CC=CC=2)=[C:5]([CH3:36])[CH2:4]1.[CH3:37][C:38](=[CH:41][CH:42]=[CH:43][CH:44]=[C:45]([CH3:48])[CH:46]=O)[CH:39]=O.[OH-:49].[Na+]>C(O)C>[CH3:36][C:5]1[CH2:4][C@@H:3]([OH:49])[CH2:8][C:7]([CH3:9])([CH3:10])[C:6]=1/[CH:11]=[CH:12]/[C:13](/[CH3:35])=[CH:14]/[CH:15]=[CH:46]/[C:45](/[CH3:48])=[CH:44]/[CH:43]=[CH:42]/[CH:41]=[C:38](\[CH3:39])/[CH:37]=[CH:15]/[CH:14]=[C:13](\[CH3:35])/[CH:12]=[CH:11]/[C:6]1[C:7]([CH3:9])([CH3:10])[CH2:8][C@H:3]([OH:2])[CH2:4][C:5]=1[CH3:36] |f:0.1,3.4|. Procedure details: 32.88 g (95.8%; 2.03 eq.) of [5-(4-hydroxy-2,6,6-trimethyl-1-cyclohexenyl)-3-methyl-2,4-pentadienyl]triphenylphosphonium chloride and 4.92 g (1 eq.) of 2,7-dimethyl-2,4,6-octatrien-1,8-dial (C10 -dial) in 490 ml of ethanol were placed in a 500 ml four-necked sulphonation flask equipped with an internal thermometer, stirrer and reflux condenser and cooled to -10° C. while stirring. A solution of 3.60 g of sodium hydroxide in 50 ml of ethanol was added dropwise to the resulting yellowish suspensio... Starting materials: Cl (HCl), C(C)NC(=O)C1C(C(CC1)O)O (N-ethyl 2,3-dihydroxycyclopentanecarboxamide). Product: O.Cl.Cl.C(C)NC(=O)C1C(C(CC1)O)O (N-ethyl 2,3-dihydroxycyclopentane carboxamide dihydrochloride hydrate). RXN SMILES: [ClH:1].[CH2:2]([NH:4][C:5]([CH:7]1[CH2:11][CH2:10][CH:9]([OH:12])[CH:8]1[OH:13])=[O:6])[CH3:3]>>[OH2:6].[ClH:1].[ClH:1].[CH2:2]([NH:4][C:5]([CH:7]1[CH2:11][CH2:10][CH:9]([OH:12])[CH:8]1[OH:13])=[O:6])[CH3:3] |f:2.3.4.5|. Procedure details: The zinc metal and any other insoluble impurities are then removed by filtration of the contents of vessel and the filtrate is collected in another reaction vessel. Acid hydrolysis of [3aR-[3aα,4α,6a(R*),6aα]]-6-[4-[[1-[(3-chlorothien-2-yl)methyl]propyl]amino]-3-aminopyrid-2-ylamino] N-ethyl tetrahydro-2,2-dimethyl-4H-cyclopenta-1,3-dioxole-4-carboxamide (XIII) is then effected by adding concentrated HCl to the second reaction vessel and heating until conversion to [1S-[1α,2β,3β,4α(S*)]]-4-[3-am...